This data is from the Open Reaction Database (ORD), a public repository of structured organic reaction records. The task is: describe an organic reaction: reactants, conditions, products, and yield Starting materials: CC1=C(C=NN1)C1=CC=2N=C(NC(C2S1)=O)[C@@H]1[C@@H]2C[C@@H]2CN1C(=O)OC(C)(C)C (tert-Butyl (1R*,2S*,5S*)-2-[6-(5-methyl-1H-pyrazol-4-yl)-4-oxo-3,4-dihydrothieno[3,2-d]pyrimidin-2-yl]-3-azabicyclo[3.1.0]hexane-3-carboxylate). The solvent is CCCCCC.C(C)O (hexane ethanol). The product is CC1=C(C=NN1)C1=CC=2N=C(NC(C2S1)=O)[C@H]1[C@H]2C[C@H]2CN1C(=O)OC(C)(C)C (tert-Butyl (1S,2R,5R)-2-[6-(5-methyl-1H-pyrazol-4-yl)-4-oxo-3,4-dihydrothieno[3,2-d]pyrimidin-2-yl]-3-azabicyclo[3.1.0]hexane-3-carboxylate), CC1=C(C=NN1)C1=CC=2N=C(NC(C2S1)=O)[C@@H]1[C@@H]2C[C@@H]2CN1C(=O)OC(C)(C)C (tert-butyl (1R,2S,5S)-2-[6-(5-methyl-1H-pyrazol-4-yl)-4-oxo-3,4-dihydrothieno[3,2-d]pyrimidin-2-yl]-3-azabicyclo[3.1.0]hexane-3-carboxylate). Reaction SMILES: [CH3:1][C:2]1[NH:6][N:5]=[CH:4][C:3]=1[C:7]1[S:15][C:14]2[C:13](=[O:16])[NH:12][C:11]([C@H:17]3[N:22]([C:23]([O:25][C:26]([CH3:29])([CH3:28])[CH3:27])=[O:24])[CH2:21][C@@H:20]4[C@H:18]3[CH2:19]4)=[N:10][C:9]=2[CH:8]=1>CCCCCC.C(O)C>[CH3:1][C:2]1[NH:6][N:5]=[CH:4][C:3]=1[C:7]1[S:15][C:14]2[C:13](=[O:16])[NH:12][C:11]([C@@H:17]3[N:22]([C:23]([O:25][C:26]([CH3:29])([CH3:28])[CH3:27])=[O:24])[CH2:21][C@H:20]4[C@@H:18]3[CH2:19]4)=[N:10][C:9]=2[CH:8]=1.[CH3:1][C:2]1[NH:6][N:5]=[CH:4][C:3]=1[C:7]1[S:15][C:14]2[C:13](=[O:16])[NH:12][C:11]([C@H:17]3[N:22]([C:23]([O:25][C:26]([CH3:29])([CH3:28])[CH3:27])=[O:24])[CH2:21][C@@H:20]4[C@H:18]3[CH2:19]4)=[N:10][C:9]=2[CH:8]=1 |f:1.2|. Reported procedure: tert-Butyl (1R*,2S*,5S*)-2-[6-(5-methyl-1H-pyrazol-4-yl)-4-oxo-3,4-dihydrothieno[3,2-d]pyrimidin-2-yl]-3-azabicyclo[3.1.0]hexane-3-carboxylate (205 mg) was fractionated by high performance liquid chromatography (column: CHIRALPAK AD (50 mm i.d.×500 mm L, manufactured by DAICEL CHEMICAL INDUSTRIES, LTD.), mobile phase: hexane/ethanol (900/100), flow rate: 80 mL/min, column temperature: 30° C.). tert-Butyl (1S,2R,5R)-2-[6-(5-methyl-1H-pyrazol-4-yl)-4-oxo-3,4-dihydrothieno[3,2-d]pyrimidin-2-yl]-3-a... Starting materials: CCOC(C)=O, COc1ccc(C(=O)c2cccc(F)c2F)c(O)c1Cl, Cl, NO, c1ccncc1. The product is COc1ccc(C(=NO)c2cccc(F)c2F)c(O)c1Cl. As a reaction SMILES: [CH2:30]([O:31][C:32](=[O:33])[CH3:34])[CH3:35].[Cl:1][c:2]1[c:3]([OH:20])[c:4]([C:5](=[O:6])[c:7]2[c:8]([F:14])[c:9]([F:13])[cH:10][cH:11][cH:12]2)[cH:15][cH:16][c:17]1[O:18][CH3:19].[ClH:23].[NH2:21][OH:22].[cH:24]1[cH:25][cH:26][n:27][cH:28][cH:29]1>>[Cl:1][c:2]1[c:3]([OH:20])[c:4]([C:5]([c:7]2[c:8]([F:14])[c:9]([F:13])[cH:10][cH:11][cH:12]2)=[N:21][OH:22])[cH:15][cH:16][c:17]1[O:18][CH3:19]. Starting materials: C(C)(C)(C)OC(NC(C1=CC=CC=C1)C(NC1CC(CCC1)N1C(C=2C(C=3C(=CC=CC13)Cl)=NOC2C)=O)=O)=O ({[3-(9-Chloro-3-methyl-4-oxo-5H-isoxazolo[4,3-c]quinolin-5-yl)-cyclohexylcarbamoyl]-phenyl-methyl}-carbamic acid tert-butyl ester), Cl (HCl). Run in C(C)(=O)O (acetic acid). Reaction conditions: time 30 minute. The product is NC(C(=O)NC1CC(CCC1)N1C(C=2C(C=3C(=CC=CC13)Cl)=NOC2C)=O)C2=CC=CC=C2 (2-Amino-N-[3-(9-chloro-3-methyl-4-oxo-5H-isoxazolo[4,3-c]quinolin-5-yl)cyclohexyl]-2-phenylacetamide). RXN SMILES: C(OC(=O)[NH:7][CH:8]([C:15](=[O:39])[NH:16][CH:17]1[CH2:22][CH2:21][CH2:20][CH:19]([N:23]2[C:32]3[CH:31]=[CH:30][CH:29]=[C:28]([Cl:33])[C:27]=3[C:26]3=[N:34][O:35][C:36]([CH3:37])=[C:25]3[C:24]2=[O:38])[CH2:18]1)[C:9]1[CH:14]=[CH:13][CH:12]=[CH:11][CH:10]=1)(C)(C)C.Cl>C(O)(=O)C>[NH2:7][CH:8]([C:9]1[CH:10]=[CH:11][CH:12]=[CH:13][CH:14]=1)[C:15]([NH:16][CH:17]1[CH2:22][CH2:21][CH2:20][CH:19]([N:23]2[C:32]3[CH:31]=[CH:30][CH:29]=[C:28]([Cl:33])[C:27]=3[C:26]3=[N:34][O:35][C:36]([CH3:37])=[C:25]3[C:24]2=[O:38])[CH2:18]1)=[O:39]. Reported procedure: {[3-(9-Chloro-3-methyl-4-oxo-5H-isoxazolo[4,3-c]quinolin-5-yl)-cyclohexylcarbamoyl]-phenyl-methyl}-carbamic acid tert-butyl ester (1.24 g; 2.2 mmol) was dissolved in excess, neat acetic acid saturated with HCl(g) (20 mL). After stirring 30 min at room temperature, the solution was concentrated to dryness by rotary evaporation. Acetic acid was removed from the resulting solid by consecutive dissolution in, and drying from, acetonitrile (thrice) and then diethyl ether (once). The solid was dissolv... Starting materials: ICC=1CS[C@H]2N(C1C(=O)OC(C1=CC=CC=C1)C1=CC=CC=C1)C(C2NC(\C(\C=2N=C(SC2)NC(C2=CC=CC=C2)(C2=CC=CC=C2)C2=CC=CC=C2)=N/OC)=O)=O (benzhydryl 3-iodomethyl-7-[(Z)-2-methoxyimino-2-(2-tritylaminothiazol-4-yl)acetamido]-3-cephem-4-carboxylate), ClC1=CC(=CC=C1)C(=O)OO (m-chloroperbenzoic acid), O (H2O). The product is ICC=1CS([C@H]2N(C1C(=O)OC(C1=CC=CC=C1)C1=CC=CC=C1)C(C2NC(\C(\C=2N=C(SC2)NC(C2=CC=CC=C2)(C2=CC=CC=C2)C2=CC=CC=C2)=N/OC)=O)=O)=O (Benzhydryl 3-Iodomethyl-7-[(Z)-2-methoxyimino-2-(2-tritylaminothiazol-4-yl)acetamido]-3-cephem-4-carboxylate 1-oxide). Isolated yield 99.3%. RXN SMILES: [I:1][CH2:2][C:3]1[CH2:4][S:5][C@@H:6]2[CH:26]([NH:27][C:28](=[O:58])/[C:29](=[N:55]\[O:56][CH3:57])/[C:30]3[N:31]=[C:32]([NH:35][C:36]([C:49]4[CH:54]=[CH:53][CH:52]=[CH:51][CH:50]=4)([C:43]4[CH:48]=[CH:47][CH:46]=[CH:45][CH:44]=4)[C:37]4[CH:42]=[CH:41][CH:40]=[CH:39][CH:38]=4)[S:33][CH:34]=3)[C:25](=[O:59])[N:7]2[C:8]=1[C:9]([O:11][CH:12]([C:19]1[CH:24]=[CH:23][CH:22]=[CH:21][CH:20]=1)[C:13]1[CH:18]=[CH:17][CH:16]=[CH:15][CH:14]=1)=[O:10].ClC1C=CC=C(C(OO)=[O:68])C=1.O>C(Cl)Cl>[I:1][CH2:2][C:3]1[CH2:4][S:5](=[O:68])[C@@H:6]2[CH:26]([NH:27][C:28](=[O:58])/[C:29](=[N:55]\[O:56][CH3:57])/[C:30]3[N:31]=[C:32]([NH:35][C:36]([C:43]4[CH:44]=[CH:45][CH:46]=[CH:47][CH:48]=4)([C:49]4[CH:54]=[CH:53][CH:52]=[CH:51][CH:50]=4)[C:37]4[CH:38]=[CH:39][CH:40]=[CH:41][CH:42]=4)[S:33][CH:34]=3)[C:25](=[O:59])[N:7]2[C:8]=1[C:9]([O:11][CH:12]([C:19]1[CH:24]=[CH:23][CH:22]=[CH:21][CH:20]=1)[C:13]1[CH:14]=[CH:15][CH:16]=[CH:17][CH:18]=1)=[O:10]. Solvent: C(Cl)Cl (CH2Cl2). Procedure: A mixture of benzhydryl 3-iodomethyl-7-[(Z)-2-methoxyimino-2-(2-tritylaminothiazol-4-yl)acetamido]-3-cephem-4-carboxylate (VIIa) (1.10 g, 1.19 mmoles) and m-chloroperbenzoic acid (m-CPBA) (322 mg, 1.30 mmoles) in CH2Cl2 (22 ml) was stirred at 0° C. for 15 minutes, poured into H2O (50 ml), and then extracted with CHCl3 (50 ml×3). The combined extracts were washed with saturated aqueous NaHCO3 (50 ml) and NaCl successively, dried and evaporated to afford the title compound (VIIa 1-oxide) (1.12 g, ... Reaction conditions: temperature 0 celsius, time 15 minute. Reactants: ice, C(C)OC(=O)C=1N=CNC1 (1H-imidazole-4-carboxylic acid ethyl ester), FC1=CC=C(C=C1)[N+](=O)[O-] (4-fluoronitrobenzene), C([O-])([O-])=O.[Na+].[Na+] (sodium carbonate). Run in CN(C=O)C (dimethylformamide). Run at temperature 50 celsius. Product: C(C)OC(=O)C=1N=CN(C1)C1=CC=C(C=C1)[N+](=O)[O-] (1-(4-nitrophenyl)imidazole-4-carboxylic acid ethyl ester). Isolated yield 90.0%. Reaction SMILES: [CH2:1]([O:3][C:4]([C:6]1[N:7]=[CH:8][NH:9][CH:10]=1)=[O:5])[CH3:2].F[C:12]1[CH:17]=[CH:16][C:15]([N+:18]([O-:20])=[O:19])=[CH:14][CH:13]=1.C(=O)([O-])[O-].[Na+].[Na+]>CN(C)C=O>[CH2:1]([O:3][C:4]([C:6]1[N:7]=[CH:8][N:9]([C:12]2[CH:17]=[CH:16][C:15]([N+:18]([O-:20])=[O:19])=[CH:14][CH:13]=2)[CH:10]=1)=[O:5])[CH3:2] |f:2.3.4|. Procedure: A mixture of 1H-imidazole-4-carboxylic acid ethyl ester (J.Het.Chem., 19, 253 (1982)) (584 mg, 4.17 mmol), 4-fluoronitrobenzene (588 mg, 4.17 mmol) and anhydrous sodium carbonate (487 mg, 4.59 mmol) in dry dimethylformamide (10 ml) was heated at 50° C. for 24 hours under nitrogen. After cooling to room temperature the mixture was poured into ice-cold water (60 ml) and the resulting solid collection by filtration, washed with water and dried under reduced pressure at 60° C. to give 1-(4-nitrophen... RXN SMILES: [C:27]([O-:28])(=[O:29])[CH3:30].[C:32]([O-:33])(=[O:34])[CH3:35].[CH3:17][OH:18].[CH3:22][CH2:23][O:24][CH2:25][CH3:26].[CH:1]1([CH2:7][OH:8])[CH2:2][CH2:3][CH2:4][CH2:5][CH2:6]1.[Cl:19][CH2:20][Cl:21].[N+:9](=[N-:10])=[CH:11][C:12](=[O:13])[O:14][CH2:15][CH3:16].[Rh+2:31]>>[CH:1]1([CH2:7][O:8][CH2:11][C:12](=[O:13])[O:14][CH2:15][CH3:16])[CH2:2][CH2:3][CH2:4][CH2:5][CH2:6]1. Reactants: CC(=O)[O-], CC(=O)[O-], CO, CCOCC, OCC1CCCCC1, ClCCl, CCOC(=O)C=[N+]=[N-], [Rh+2]. The product is CCOC(=O)COCC1CCCCC1. Starting materials: OC1=CC(NC1C(C)C)=O (4-hydroxy-5-isopropyl-1,5-dihydro-pyrrol-2-one), C(C1=CC=CC=C1)=O (benzaldehyde), N1C=C(C2=CC=CC=C12)CCNC(C)=O (N-[2-(1H-indol-3-yl)-ethyl]-acetamide). Yields the product OC1=C(C(NC1C(C)C)=O)C(C=1NC2=CC=CC=C2C1CCNC(C)=O)C1=CC=CC=C1 (N-(2-{2-[(4-Hydroxy-5-isopropyl-2-oxo-2,5-dihydro-1H-pyrrol-3-yl)-phenyl-methyl]-1H-indol-3-yl}-ethyl)-acetamide). Reaction SMILES: [OH:1][C:2]1[CH:6]([CH:7]([CH3:9])[CH3:8])[NH:5][C:4](=[O:10])[CH:3]=1.[CH:11](=O)[C:12]1[CH:17]=[CH:16][CH:15]=[CH:14][CH:13]=1.[NH:19]1[C:27]2[C:22](=[CH:23][CH:24]=[CH:25][CH:26]=2)[C:21]([CH2:28][CH2:29][NH:30][C:31](=[O:33])[CH3:32])=[CH:20]1>>[OH:1][C:2]1[CH:6]([CH:7]([CH3:9])[CH3:8])[NH:5][C:4](=[O:10])[C:3]=1[CH:11]([C:12]1[CH:17]=[CH:16][CH:15]=[CH:14][CH:13]=1)[C:20]1[NH:19][C:27]2[C:22]([C:21]=1[CH2:28][CH2:29][NH:30][C:31](=[O:33])[CH3:32])=[CH:23][CH:24]=[CH:25][CH:26]=2. Procedure details: Using general procedure C, 4-hydroxy-5-isopropyl-1,5-dihydro-pyrrol-2-one (Literature (hereinafter mentioned as Lit.). 11) was reacted with benzaldehyde and N-[2-(1H-indol-3-yl)-ethyl]-acetamide to give the title compound as a pale yellow solid. MS: 432.5 ([M+H]+). Starting materials: CC=1C=C(C=O)C=CC1OC (3-methyl-p-anisaldehyde), S(=O)(=O)(C1=CC=C(C)C=C1)C[N+]#[C-] (tosylmethylisocyanide), [C-]#N.[Na+] (NaCN). The product is COC1=C(C=C(C=C1)[C@@H]1[C@H](N=CO1)S(=O)(=O)C1=CC=C(C=C1)C)C ((4R*,5R*)-5-(4-Methoxy-3-methyl-phenyl)-4-(toluene-4-sulfonyl)-4,5-dihydro-oxazole). Reaction SMILES: [CH3:1][C:2]1[CH:3]=[C:4]([CH:7]=[CH:8][C:9]=1[O:10][CH3:11])[CH:5]=[O:6].[S:12]([CH2:22][N+:23]#[C-:24])([C:15]1[CH:21]=[CH:20][C:18]([CH3:19])=[CH:17][CH:16]=1)(=[O:14])=[O:13].[C-]#N.[Na+]>>[CH3:11][O:10][C:9]1[CH:8]=[CH:7][C:4]([C@H:5]2[O:6][CH:24]=[N:23][C@@H:22]2[S:12]([C:15]2[CH:21]=[CH:20][C:18]([CH3:19])=[CH:17][CH:16]=2)(=[O:14])=[O:13])=[CH:3][C:2]=1[CH3:1] |f:2.3|. Procedure: In a manner analogous to Preparation 1, 3-methyl-p-anisaldehyde (0.73 mL, 5.25 mmol), tosylmethylisocyanide (0.98 g, 5.00 mmol) and NaCN (24.5 mg, 0.50 mmol) gave the desired compound as a tan solid. MS(ES+) m/z 346.7 (M+H+).